This data is from the Open Reaction Database (ORD), a public repository of structured organic reaction records. The task is: describe an organic reaction: reactants, conditions, products, and yield Starting materials: [Si](C)(C)(C(C)(C)C)O[C@@H]1CC[C@H](CC1)N1N=CC(=C1)C1=C2C(=C(N=C1)N)OC(=C2)Cl (4-[1-(trans-4-{[tert-butyl(dimethyl)silyl]oxy}cyclohexyl)-1H-pyrazol-4-yl]-2-chlorofuro[2,3-c]pyridin-7-amine), CN1C=C2C(=CC1=O)SC=C2B2OC(C(O2)(C)C)(C)C (5-methyl-3-(4,4,5,5-tetramethyl-1,3,2-dioxaborolan-2-yl)thieno[3,2-c]pyridin-6(5H)-one). The product is NC=1N=CC(=C2C1OC(=C2)C2=CSC=1C2=CN(C(C1)=O)C)C=1C=NN(C1)[C@@H]1CC[C@H](CC1)O (3-{7-amino-4-[1-(trans-4-hydroxycyclohexyl)-1H-pyrazol-4-yl]furo[2,3-c]pyridin-2-yl}-5-methylthieno[3,2-c]pyridin-6(5H)-one). Yield: 60.0%. As a reaction SMILES: [Si]([O:8][C@H:9]1[CH2:14][CH2:13][C@H:12]([N:15]2[CH:19]=[C:18]([C:20]3[CH:25]=[N:24][C:23]([NH2:26])=[C:22]4[O:27][C:28](Cl)=[CH:29][C:21]=34)[CH:17]=[N:16]2)[CH2:11][CH2:10]1)(C(C)(C)C)(C)C.[CH3:31][N:32]1[C:37](=[O:38])[CH:36]=[C:35]2[S:39][CH:40]=[C:41](B3OC(C)(C)C(C)(C)O3)[C:34]2=[CH:33]1>>[NH2:26][C:23]1[N:24]=[CH:25][C:20]([C:18]2[CH:17]=[N:16][N:15]([C@H:12]3[CH2:13][CH2:14][C@H:9]([OH:8])[CH2:10][CH2:11]3)[CH:19]=2)=[C:21]2[CH:29]=[C:28]([C:41]3[C:34]4=[CH:33][N:32]([CH3:31])[C:37](=[O:38])[CH:36]=[C:35]4[S:39][CH:40]=3)[O:27][C:22]=12. Reported procedure: The title compound was prepared in 60% yield from 4-[1-(trans-4-{[tert-butyl(dimethyl)silyl]oxy}cyclohexyl)-1H-pyrazol-4-yl]-2-chlorofuro[2,3-c]pyridin-7-amine and 5-methyl-3-(4,4,5,5-tetramethyl-1,3,2-dioxaborolan-2-yl)thieno[3,2-c]pyridin-6(5H)-one by a procedure analogous to Example 229. 1H NMR (400 MHz, CD3OD): δ 8.98 (s, 1 H), 8.11 (s, 1 H), 7.99-8.03 (m, 1 H), 7.87-7.95 (m, 2 H), 7.43-7.52 (m, 1 H), 6.96-7.10 (m, 1 H), 4.16-4.37 (m, 1 H), 3.88 (s, 3 H), 3.61-3.78 (m, 1 H), 1.85-2.31 (m, 6 ... Starting materials: OC=1C=C(C=CC1OC)C=1OC=C(N1)CCC(=O)C1=NC=CC=C1C (3-[2-(3-hydroxy-4-methoxy phenyl)oxazol-4-yl]-1-(3-methylpyridin-2-yl)propan-1-one), ClC(F)F (chlorodifluoromethane). Product: FC(OC=1C=C(C=CC1OC)C=1OC=C(N1)CCC(=O)C1=NC=CC=C1C)F (3-[2-(3-difluoromethoxy-4-methoxyphenyl)oxazol-4-yl]-1-(3-methylpyridin-2-yl)propan-1-one). As a reaction SMILES: [OH:1][C:2]1[CH:3]=[C:4]([C:10]2[O:11][CH:12]=[C:13]([CH2:15][CH2:16][C:17]([C:19]3[C:24]([CH3:25])=[CH:23][CH:22]=[CH:21][N:20]=3)=[O:18])[N:14]=2)[CH:5]=[CH:6][C:7]=1[O:8][CH3:9].Cl[CH:27]([F:29])[F:28]>>[F:28][CH:27]([F:29])[O:1][C:2]1[CH:3]=[C:4]([C:10]2[O:11][CH:12]=[C:13]([CH2:15][CH2:16][C:17]([C:19]3[C:24]([CH3:25])=[CH:23][CH:22]=[CH:21][N:20]=3)=[O:18])[N:14]=2)[CH:5]=[CH:6][C:7]=1[O:8][CH3:9]. Procedure: Using the compound obtained in Example 136 and chlorodifluoromethane, white powdery 3-[2-(3-difluoromethoxy-4-methoxyphenyl)oxazol-4-yl]-1-(3-methylpyridin-2-yl)propan-1-one was obtained following the procedure of Example 4. Starting materials: C1COCCO1, CCN(C(C)C)C(C)C, N#Cc1ccc(Nc2nc(Cl)nc(Cc3c(Cl)cccc3Cl)n2)cc1, NCC(N)=O. Yields the product N#Cc1ccc(Nc2nc(Cc3c(Cl)cccc3Cl)nc(NCC(N)=O)n2)cc1. RXN SMILES: [CH2:40]1[O:41][CH2:42][CH2:43][O:44][CH2:45]1.[CH:31]([N:32]([CH2:33][CH3:34])[CH:35]([CH3:36])[CH3:37])([CH3:38])[CH3:39].[Cl:1][c:2]1[n:3][c:4]([NH:17][c:18]2[cH:19][cH:20][c:21]([C:22]#[N:23])[cH:24][cH:25]2)[n:5][c:6]([CH2:8][c:9]2[c:10]([Cl:16])[cH:11][cH:12][cH:13][c:14]2[Cl:15])[n:7]1.[NH2:26][CH2:27][C:28](=[O:29])[NH2:30]>>[c:2]1([NH:26][CH2:27][C:28](=[O:29])[NH2:30])[n:3][c:4]([NH:17][c:18]2[cH:19][cH:20][c:21]([C:22]#[N:23])[cH:24][cH:25]2)[n:5][c:6]([CH2:8][c:9]2[c:10]([Cl:16])[cH:11][cH:12][cH:13][c:14]2[Cl:15])[n:7]1. The reactants are CC(C)(C)[O-], CCOC(C)=O, Clc1ccc(CCCCn2ccnn2)nn1, OCc1coc(C=Cc2ccc(OC(F)(F)F)cc2)n1, [Na+], C1CCOC1. As a reaction SMILES: [CH3:21][C:22]([CH3:23])([O-:24])[CH3:25].[CH3:43][CH2:44][O:45][C:46](=[O:47])[CH3:48].[Cl:27][c:28]1[n:29][n:30][c:31]([CH2:34][CH2:35][CH2:36][CH2:37][n:38]2[n:39][n:40][cH:41][cH:42]2)[cH:32][cH:33]1.[F:1][C:2]([O:3][c:4]1[cH:5][cH:6][c:7]([CH:10]=[CH:11][c:12]2[o:13][cH:14][c:15]([CH2:17][OH:18])[n:16]2)[cH:8][cH:9]1)([F:19])[F:20].[Na+:26].[O:49]1[CH2:50][CH2:51][CH2:52][CH2:53]1>>[F:1][C:2]([O:3][c:4]1[cH:5][cH:6][c:7]([CH:10]=[CH:11][c:12]2[o:13][cH:14][c:15]([CH2:17][O:18][c:28]3[n:29][n:30][c:31]([CH2:34][CH2:35][CH2:36][CH2:37][n:38]4[n:39][n:40][cH:41][cH:42]4)[cH:32][cH:33]3)[n:16]2)[cH:8][cH:9]1)([F:19])[F:20]. The product is FC(F)(F)Oc1ccc(C=Cc2nc(COc3ccc(CCCCn4ccnn4)nn3)co2)cc1. Starting materials: BrBr (bromine), ClC=1C=C(C=CC1)C=1C=C(OC1)C(=O)OCC (Ethyl 4-(3-chlorophenyl)furan-2-carboxylate), C([O-])([O-])=O.[Na+].[Na+] (sodium carbonate). Run in C(C)(=O)O (acetic acid). Reaction conditions: temperature 60 celsius, time 8 hour. The product is BrC1=C(C=C(O1)C(=O)OCC)C1=CC(=CC=C1)Cl (Ethyl 5-bromo-4-(3-chlorophenyl)furan-2-carboxylate). As a reaction SMILES: [Cl:1][C:2]1[CH:3]=[C:4]([C:8]2[CH:9]=[C:10]([C:13]([O:15][CH2:16][CH3:17])=[O:14])[O:11][CH:12]=2)[CH:5]=[CH:6][CH:7]=1.[Br:18]Br.C(=O)([O-])[O-].[Na+].[Na+]>C(O)(=O)C>[Br:18][C:12]1[O:11][C:10]([C:13]([O:15][CH2:16][CH3:17])=[O:14])=[CH:9][C:8]=1[C:4]1[CH:5]=[CH:6][CH:7]=[C:2]([Cl:1])[CH:3]=1 |f:2.3.4|. Reported procedure: 0.82 g (3.27 mmol) of the compound from Example 9A are provided in 21 ml of acetic acid, 0.17 ml (3.27 mmol) of bromine are added and the mixture is stirred at 60° C. overnight. A saturated aqueous sodium carbonate solution is added carefully, and the mixture is extracted with ethyl acetate. The organic phase is washed twice with water, dried over sodium sulfate, filtered and concentrated. The crude product is purified by flash chromatography (mobile phase: cyclohexane/ethyl acetate 40:1). 1.05 ...